This data is from the Open Reaction Database (ORD), a public repository of structured organic reaction records. The task is: describe an organic reaction: reactants, conditions, products, and yield The reactants are [BH4-].[Na+] (NaBH4), C1CCOC1 (THF), C1=CC=CC=2C3=CC=CC=C3C(C12)COC(=O)N[C@@H](CC(C(=O)O)C(C)(C)C)C(=O)O (N-(9-fluorenylmethoxycarbonyl)-γ-t-butyl glutamic acid), CN1CCOCC1 (NMM), ClC(=O)OCC(C)C (isobutyl chloroformate), C1CCOC1 (THF). The solvent is CO (MeOH). Run at temperature -78 celsius, time 20 minute. Yields the product C(C)(C)(C)OC(CC[C@@H](CO)NC(=O)OCC1C2=CC=CC=C2C=2C=CC=CC12)=O (4-(9-Fluorenylmethoxycarbonyl)amino-(4S)-5-hydroxy-pentanoic Acid t-Butyl Ester). As a reaction SMILES: [CH:1]1[C:13]2[CH:12]([CH2:14][O:15][C:16]([NH:18][C@H:19]([C:29](O)=[O:30])[CH2:20][CH:21](C(C)(C)C)[C:22]([OH:24])=[O:23])=[O:17])[C:11]3C(=CC=[CH:9][CH:10]=3)[C:5]=2[CH:4]=[CH:3][CH:2]=1.CN1CCOCC1.ClC(O[CH2:43][CH:44]([CH3:46])[CH3:45])=O.[BH4-].[Na+].[CH2:49]1[CH2:53]OC[CH2:50]1>CO>[C:44]([O:24][C:22](=[O:23])[CH2:21][CH2:20][C@H:19]([NH:18][C:16]([O:15][CH2:14][CH:12]1[C:13]2[CH:1]=[CH:2][CH:3]=[CH:4][C:5]=2[C:53]2[C:11]1=[CH:10][CH:9]=[CH:50][CH:49]=2)=[O:17])[CH2:29][OH:30])([CH3:46])([CH3:45])[CH3:43] |f:3.4|. Procedure: To a solution of N-(9-fluorenylmethoxycarbonyl)-γ-t-butyl glutamic acid (8.51 g, 20.0 mmol) and NMM (2.42 mL, 1.1 eq) in dry THF (110 mL) under N2 at 0° C. was added isobutyl chloroformate (2.72 mL, 1.05 eq). After 20 min., the reaction e was filter-added to a solution of NaBH4 (1.5 g) in THF (120 mL)-MeOH (30 mL) at −78° C. under N2 and rinsed with dry THF (20 mL). After stirring for 2.5 h at −78° C., the reaction was quenched with acetic acid (13 mL). After concentrating to ˜50 mL, the residue...